Dataset: the Open Reaction Database (ORD), a public repository of structured organic reaction records. Task: describe an organic reaction: reactants, conditions, products, and yield Starting materials: BrC1=C(C=CC=C1)C=1C(=CC=CC1)C(=O)OCC (ethyl 2′-bromo-2-biphenylcarboxylate), ClC1=CC(=C(C=C1)B(O)O)OCC1=CC=CC=C1 ({4-chloro-2-[(phenylmethyl)oxy]phenyl}boronic acid), C([O-])([O-])=O.[K+].[K+] (potassium carbonate). Reagents/catalysts: C=1C=CC(=CC1)[P](C=2C=CC=CC2)(C=3C=CC=CC3)[Pd]([P](C=4C=CC=CC4)(C=5C=CC=CC5)C=6C=CC=CC6)([P](C=7C=CC=CC7)(C=8C=CC=CC8)C=9C=CC=CC9)[P](C=1C=CC=CC1)(C=1C=CC=CC1)C=1C=CC=CC1 (tetrakis(triphenylphosphine)palladium(0)). The solvent is CCOCC.O (ether water). Reaction conditions: temperature 90 celsius. Yields the product ClC1=CC(=C(C=C1)C=1C(=CC=CC1)C=1C(=CC=CC1)C(=O)OCC)OCC1=CC=CC=C1 (Ethyl 4″-chloro-2″-[(phenylmethyl)oxy]-1,1′:2′,1″-terphenyl-2-carboxylate). Yield: 47.0%. RXN SMILES: Br[C:2]1[CH:7]=[CH:6][CH:5]=[CH:4][C:3]=1[C:8]1[C:9]([C:14]([O:16][CH2:17][CH3:18])=[O:15])=[CH:10][CH:11]=[CH:12][CH:13]=1.[Cl:19][C:20]1[CH:25]=[CH:24][C:23](B(O)O)=[C:22]([O:29][CH2:30][C:31]2[CH:36]=[CH:35][CH:34]=[CH:33][CH:32]=2)[CH:21]=1.C(=O)([O-])[O-].[K+].[K+]>CCOCC.O.C1C=CC([P]([Pd]([P](C2C=CC=CC=2)(C2C=CC=CC=2)C2C=CC=CC=2)([P](C2C=CC=CC=2)(C2C=CC=CC=2)C2C=CC=CC=2)[P](C2C=CC=CC=2)(C2C=CC=CC=2)C2C=CC=CC=2)(C2C=CC=CC=2)C2C=CC=CC=2)=CC=1>[Cl:19][C:20]1[CH:25]=[CH:24][C:23]([C:2]2[C:3]([C:8]3[C:9]([C:14]([O:16][CH2:17][CH3:18])=[O:15])=[CH:10][CH:11]=[CH:12][CH:13]=3)=[CH:4][CH:5]=[CH:6][CH:7]=2)=[C:22]([O:29][CH2:30][C:31]2[CH:36]=[CH:35][CH:34]=[CH:33][CH:32]=2)[CH:21]=1 |f:2.3.4,5.6,^1:52,54,73,92|. Procedure details: A mixture of ethyl 2′-bromo-2-biphenylcarboxylate (153 mg, 0.5 mmol), {4-chloro-2-[(phenylmethyl)oxy]phenyl}boronic acid (144 mg, 0.55 mmol), potassium carbonate (552 mg, 4 mmol) and tetrakis(triphenylphosphine)palladium(0) (58 mg, 0.05 mmol) was stirred and heated at 90° C. under nitrogen for 18 hours. After cooling the mixture was diluted with ether/water and the organic phase dried (magnesium sulphate), evaporated and chromatographed on silica eluting with ethyl acetate/iso-hexane (1:19) to g...